This data is from the Open Reaction Database (ORD), a public repository of structured organic reaction records. The task is: describe an organic reaction: reactants, conditions, products, and yield The reactants are COCCOCCOC, O=C(C(F)(F)F)C(F)(F)Cl, [F-], [K+], O=S(=O)(F)OC(F)(F)C(F)=C(F)F. The product is FC(F)=C(F)C(F)(F)OC(F)(C(F)(F)F)C(F)(F)Cl. RXN SMILES: [CH3:26][O:27][CH2:28][CH2:29][O:30][CH2:31][CH2:32][O:33][CH3:34].[Cl:3][C:4]([C:5](=[O:6])[C:7]([F:8])([F:9])[F:10])([F:11])[F:12].[F-:1].[K+:2].[S:13]([F:14])([O:15][C:17]([C:18](=[C:19]([F:20])[F:21])[F:22])([F:23])[F:24])(=[O:16])=[O:25]>>[F:1][C:5]([C:4]([Cl:3])([F:11])[F:12])([O:6][C:17]([C:18](=[C:19]([F:20])[F:21])[F:22])([F:23])[F:24])[C:7]([F:8])([F:9])[F:10]. Product: FC1=C(C=CC(=C1)OC1=C2C3=C(C(NC2=NC=C1)=O)C=CC=C3)NC(=O)C=3C(N(C=CC3)C3=CC=C(C=C3)F)=O (1-(4-Fluoro-phenyl)-2-oxo-1,2-dihydro-pyridine-3-carboxylic acid [2-fluoro-4-(6-oxo-5,6-dihydro-benzo[c][1,8]naphthyridin-1-yloxy)-phenyl]-amide). Isolated yield 75.7%. Reactants: NC1=C(C=C(OC2=C3C4=C(C(NC3=NC=C2)=O)C=CC=C4)C=C1)F (1-(4-Amino-3-fluoro-phenoxy)-5H-benzo[c][1,8]naphthyridin-6-one), FC1=CC=C(C=C1)N1C(C(=CC=C1)C(=O)O)=O (1-(4-fluoro-phenyl)-2-oxo-1,2-dihydro-pyridine-3-carboxylic acid). RXN SMILES: [NH2:1][C:2]1[CH:23]=[CH:22][C:5]([O:6][C:7]2[CH:16]=[CH:15][N:14]=[C:13]3[C:8]=2[C:9]2[CH:21]=[CH:20][CH:19]=[CH:18][C:10]=2[C:11](=[O:17])[NH:12]3)=[CH:4][C:3]=1[F:24].[F:25][C:26]1[CH:31]=[CH:30][C:29]([N:32]2[CH:37]=[CH:36][CH:35]=[C:34]([C:38](O)=[O:39])[C:33]2=[O:41])=[CH:28][CH:27]=1>>[F:24][C:3]1[CH:4]=[C:5]([O:6][C:7]2[CH:16]=[CH:15][N:14]=[C:13]3[C:8]=2[C:9]2[CH:21]=[CH:20][CH:19]=[CH:18][C:10]=2[C:11](=[O:17])[NH:12]3)[CH:22]=[CH:23][C:2]=1[NH:1][C:38]([C:34]1[C:33](=[O:41])[N:32]([C:29]2[CH:28]=[CH:27][C:26]([F:25])=[CH:31][CH:30]=2)[CH:37]=[CH:36][CH:35]=1)=[O:39]. Reported procedure: The title compound was synthesized according to the procedure described for the preparation of Example 181 using Compound 185 (50 mg, 0.16 mmol) and 1-(4-fluoro-phenyl)-2-oxo-1,2-dihydro-pyridine-3-carboxylic acid (44 mg, 0.19 mmol) to provide 187 (65 mg, 78% yield) as a dark solid. LC-MS (M+H=537, obsd.=537).